From a dataset of the Open Reaction Database (ORD), a public repository of structured organic reaction records. describe an organic reaction: reactants, conditions, products, and yield The product is C(C#CCC)N1N=C(N=CC1=O)C1=CC=C(C=C1)Cl (1-(2-pentynyl)-3-(4-chlorophenyl)-1,2,4-triazin-6-one). Conditions: time 15 minute. Procedure: The 0.4 g of 3-(4-chlorophenyl)-1,2,4-triazin-6-one (1.9 mmol) was placed in 10 mL of DMF and cooled in an ice bath. Sodium hydride (NaH) (0.8 g of 60% dispersion, 2 mmol) was added, and the reaction mixture was held for 15 minutes. Excess 1-chloro-2-pentyne was added, the bath was removed, and the reaction mixture was allowed to warm to room temperature. Water and ethyl acetate were added. The organic phase was washed with water and brine, dried over magnesium sulfate, filtered and stripped. Th... The reactants are ClC1=CC=C(C=C1)C1=NNC(C=N1)=O (3-(4-chlorophenyl)-1,2,4-triazin-6-one), [H-].[Na+] (Sodium hydride), ClCC#CCC (1-chloro-2-pentyne). RXN SMILES: [Cl:1][C:2]1[CH:7]=[CH:6][C:5]([C:8]2[N:13]=[CH:12][C:11](=[O:14])[NH:10][N:9]=2)=[CH:4][CH:3]=1.[H-].[Na+].Cl[CH2:18][C:19]#[C:20][CH2:21][CH3:22]>CN(C=O)C>[CH2:18]([N:10]1[C:11](=[O:14])[CH:12]=[N:13][C:8]([C:5]2[CH:4]=[CH:3][C:2]([Cl:1])=[CH:7][CH:6]=2)=[N:9]1)[C:19]#[C:20][CH2:21][CH3:22] |f:1.2|. The solvent is CN(C)C=O (DMF).